This data is from the Open Reaction Database (ORD), a public repository of structured organic reaction records. The task is: describe an organic reaction: reactants, conditions, products, and yield Yields the product c1cncc(C(Nc2cccnc2N2CCOc3ccccc32)c2cccnc2)c1. Reaction SMILES: [CH3:32][C:33]([CH3:34])([O-:35])[CH3:36].[Cl:15][c:16]1[c:17]([N:22]2[CH2:23][CH2:24][O:25][c:26]3[c:27]2[cH:28][cH:29][cH:30][cH:31]3)[n:18][cH:19][cH:20][cH:21]1.[GeH4:38].[Na+:37].[O:39]1[CH2:40][CH2:41][O:42][CH2:43][CH2:44]1.[n:1]1[cH:2][c:3]([CH:7]([c:8]2[cH:9][n:10][cH:11][cH:12][cH:13]2)[NH2:14])[cH:4][cH:5][cH:6]1>>[n:1]1[cH:2][c:3]([CH:7]([c:8]2[cH:9][n:10][cH:11][cH:12][cH:13]2)[NH:14][c:16]2[c:17]([N:22]3[CH2:23][CH2:24][O:25][c:26]4[c:27]3[cH:28][cH:29][cH:30][cH:31]4)[n:18][cH:19][cH:20][cH:21]2)[cH:4][cH:5][cH:6]1. Reactants: CC(C)(C)[O-], Clc1cccnc1N1CCOc2ccccc21, [GeH4], [Na+], C1COCCO1, NC(c1cccnc1)c1cccnc1.